Dataset: the Open Reaction Database (ORD), a public repository of structured organic reaction records. Task: describe an organic reaction: reactants, conditions, products, and yield The reactants are N#Cc1cccc(C2CCNCC2)c1, CNc1ccc(CN2CCN(C(=O)OC(C)(C)C)C(C)C2)cc1, CC1CN(Cc2ccc(N(C)C(=O)N3CCC(c4ccc(F)cc4)CC3)cc2)CCN1C(=O)OC(C)(C)C. The product is CC1CN(Cc2ccc(N(C)C(=O)N3CCC(c4cccc(C#N)c4)CC3)cc2)CCN1C(=O)OC(C)(C)C. As a reaction SMILES: [C:24](#[N:25])[c:26]1[cH:27][c:28]([CH:32]2[CH2:33][CH2:34][NH:35][CH2:36][CH2:37]2)[cH:29][cH:30][cH:31]1.[CH3:1][CH:2]1[CH2:3][N:4]([CH2:5][c:6]2[cH:7][cH:8][c:9]([NH:10][CH3:11])[cH:12][cH:13]2)[CH2:14][CH2:15][N:16]1[C:17]([O:18][C:19]([CH3:20])([CH3:21])[CH3:22])=[O:23].[F:38][c:39]1[cH:40][cH:41][c:42]([CH:43]2[CH2:44][CH2:45][N:46]([C:51](=[O:52])[N:53]([c:54]3[cH:55][cH:56][c:57]([CH2:60][N:61]4[CH2:62][CH:63]([CH3:74])[N:64]([C:67](=[O:68])[O:69][C:70]([CH3:71])([CH3:72])[CH3:73])[CH2:65][CH2:66]4)[cH:58][cH:59]3)[CH3:75])[CH2:47][CH2:48]2)[cH:49][cH:50]1>>[C:24](#[N:25])[c:26]1[cH:27][c:28]([CH:32]2[CH2:33][CH2:34][N:35]([C:51](=[O:52])[N:53]([c:54]3[cH:55][cH:56][c:57]([CH2:60][N:61]4[CH2:62][CH:63]([CH3:74])[N:64]([C:67](=[O:68])[O:69][C:70]([CH3:71])([CH3:72])[CH3:73])[CH2:65][CH2:66]4)[cH:58][cH:59]3)[CH3:75])[CH2:36][CH2:37]2)[cH:29][cH:30][cH:31]1. Starting materials: C(OC)([O-])[O-] (methyl orthoformate), C(C)(=O)NC=1C=C(NC(CC(C)=O)=O)C=CC1 (m-acetamido-acetylacetanilide), N1=CC=CC2=CC=CC=C12 (quinoline). Run in CO (methanol). Conditions: temperature 140 celsius. Yields the product C(C)(=O)NC=1C=C(NC(\C=C(\C)/OC)=O)C=CC1 (m-acetamido-3-methoxy-crotonanilide). Isolated yield 58.5%. As a reaction SMILES: [CH:1]([O-])([O-])OC.[C:6]([NH:9][C:10]1[CH:11]=[C:12]([CH:20]=[CH:21][CH:22]=1)[NH:13][C:14](=[O:19])[CH2:15][C:16](=[O:18])[CH3:17])(=[O:8])[CH3:7].N1C2C(=CC=CC=2)C=CC=1>CO>[C:6]([NH:9][C:10]1[CH:11]=[C:12]([CH:20]=[CH:21][CH:22]=1)[NH:13][C:14](=[O:19])/[CH:15]=[C:16](\[O:18][CH3:1])/[CH3:17])(=[O:8])[CH3:7]. Reported procedure: 11.7 g of methyl orthoformate were added to a solution of 23.4 g of m-acetamido-acetylacetanilide in 250 ml of anhydrous methanol and the mixture was refluxed for 3 hours and cooled. 0.6 ml of quinoline were added thereto and the methanol was distilled off under reduced pressure. Toluene was added to the residue and the mixture was heated at 140° C. for one hour while distilling a methanol-toluene azeotrope. The mixture was then concentrated to dryness under reduced pressure and the residue was ... Reactants: COc1cc(C(C)=O)c([N+](=O)[O-])cc1OCc1ccccc1, Cc1ccccc1, O=C[O-], [Fe], [NH4+], O. The product is COc1cc(C(C)=O)c(N)cc1OCc1ccccc1. RXN SMILES: [CH2:5]([c:6]1[cH:7][cH:8][cH:9][cH:10][cH:11]1)[O:12][c:13]1[cH:14][c:15]([N+:24]([O-:25])=[O:26])[c:16]([C:21]([CH3:22])=[O:23])[cH:17][c:18]1[O:19][CH3:20].[CH3:27][c:28]1[cH:29][cH:30][cH:31][cH:32][cH:33]1.[CH:1]([O-:2])=[O:3].[Fe:34].[NH4+:4].[OH2:35]>>[CH2:5]([c:6]1[cH:7][cH:8][cH:9][cH:10][cH:11]1)[O:12][c:13]1[cH:14][c:15]([NH2:24])[c:16]([C:21]([CH3:22])=[O:23])[cH:17][c:18]1[O:19][CH3:20]. The reactants are CCOC(=O)Nc1nc2ccc(Cl)cc2nc1OC, Fc1ccc(N2CCNCC2)cc1. Product: COc1nc2cc(Cl)ccc2nc1NC(=O)N1CCN(c2ccc(F)cc2)CC1. RXN SMILES: [Cl:1][c:2]1[cH:3][c:4]2[n:5][c:6]([O:18][CH3:19])[c:7]([NH:12][C:13]([O:14][CH2:15][CH3:16])=[O:17])[n:8][c:9]2[cH:10][cH:11]1.[F:20][c:21]1[cH:22][cH:23][c:24]([N:27]2[CH2:28][CH2:29][NH:30][CH2:31][CH2:32]2)[cH:25][cH:26]1>>[Cl:1][c:2]1[cH:3][c:4]2[n:5][c:6]([O:18][CH3:19])[c:7]([NH:12][C:13](=[O:17])[N:30]3[CH2:29][CH2:28][N:27]([c:24]4[cH:23][cH:22][c:21]([F:20])[cH:26][cH:25]4)[CH2:32][CH2:31]3)[n:8][c:9]2[cH:10][cH:11]1. Reaction SMILES: COC1C=CC(C[O:8][CH2:9][CH2:10][CH2:11][C@@:12]2(C3C=CC=CC=3)[O:17][C:16](=[O:18])[N:15]([C@H:19]([C:21]3[CH:26]=[CH:25][C:24]([CH2:27]C(OC)=O)=[CH:23][CH:22]=3)[CH3:20])[CH2:14][CH2:13]2)=CC=1.C[Mg]Br>C1COCC1>[OH:17][C:12]([CH3:13])([CH3:11])[CH2:27][C:24]1[CH:23]=[CH:22][C:21]([C@@H:19]([N:15]2[CH2:14][CH2:13][C@:12]([CH2:11][CH2:10][CH2:9][OH:8])([C:21]3[CH:26]=[CH:25][CH:24]=[CH:23][CH:22]=3)[O:17][C:16]2=[O:18])[CH3:20])=[CH:26][CH:25]=1. Reactants: COC1=CC=C(COCCC[C@@]2(CCN(C(O2)=O)[C@@H](C)C2=CC=C(C=C2)CC(=O)OC)C2=CC=CC=C2)C=C1 (methyl 2-(4-((S)-1-((R)-6-(3-(4-methoxybenzyloxy)propyl)-2-oxo-6-phenyl-1,3-oxazinan-3-yl)ethyl)phenyl)acetate), C[Mg]Br (methylmagnesium bromide). Reported procedure: To a solution of methyl 2-(4-((S)-1-((R)-6-(3-(4-methoxybenzyloxy)propyl)-2-oxo-6-phenyl-1,3-oxazinan-3-yl)ethyl)phenyl)acetate (100 mg, 0.188 mmol) in THF (2 mL) was added methylmagnesium bromide (0.3 mL, 3 mol/L) at −78° C. The formed mixture was stirred for 3 h. The reaction was quenched by aqueous solution of NH4Cl. The organic phase was separated and concentrated to provide the crude product, which was purified by TLC to give (R)-3-((S)-1-(4-(2-hydroxy-2-methylpropyl)phenyl)ethyl)-6-(3-hydr... Conditions: time 3 hour. Yields the product OC(CC1=CC=C(C=C1)[C@H](C)N1C(O[C@](CC1)(C1=CC=CC=C1)CCCO)=O)(C)C ((R)-3-((S)-1-(4-(2-hydroxy-2-methylpropyl)phenyl)ethyl)-6-(3-hydroxypropyl)-6-phenyl-1,3-oxazinan-2-one). Solvent: C1CCOC1 (THF). Yield: 25.9%.